The task is: describe an organic reaction: reactants, conditions, products, and yield. This data is from the Open Reaction Database (ORD), a public repository of structured organic reaction records. Reactants: CS(=O)(=O)Cl, CCOC(C)=O, CCn1c(C#Cc2ccc(N)cc2)c(C#N)c2ccc(OC)cc21, c1ccncc1. Product: CCn1c(C#Cc2ccc(NS(C)(=O)=O)cc2)c(C#N)c2ccc(OC)cc21. As a reaction SMILES: [CH3:25][S:26]([Cl:27])(=[O:28])=[O:29].[CH3:36][CH2:37][O:38][C:39](=[O:40])[CH3:41].[NH2:1][c:2]1[cH:3][cH:4][c:5]([C:8]#[C:9][c:10]2[n:11]([CH2:23][CH3:24])[c:12]3[cH:13][c:14]([O:21][CH3:22])[cH:15][cH:16][c:17]3[c:18]2[C:19]#[N:20])[cH:6][cH:7]1.[cH:30]1[cH:31][cH:32][n:33][cH:34][cH:35]1>>[NH:1]([c:2]1[cH:3][cH:4][c:5]([C:8]#[C:9][c:10]2[n:11]([CH2:23][CH3:24])[c:12]3[cH:13][c:14]([O:21][CH3:22])[cH:15][cH:16][c:17]3[c:18]2[C:19]#[N:20])[cH:6][cH:7]1)[S:26]([CH3:25])(=[O:28])=[O:29]. Starting materials: CCOC(=O)CBr, CC#N, [Cl-], C1CCC2=NCCCN2CC1, [Na+], O=C1CCN(C(c2ccccc2)(c2ccccc2)c2ccccc2)CC1=Cc1cn[nH]c1. Product: CCOC(=O)Cn1cc(C=C2CN(C(c3ccccc3)(c3ccccc3)c3ccccc3)CCC2=O)cn1. Reaction SMILES: [Br:33][CH2:34][C:35](=[O:36])[O:37][CH2:38][CH3:39].[CH3:53][C:54]#[N:55].[Cl-:52].[N:40]12[CH2:41][CH2:42][CH2:43][N:44]=[C:45]1[CH2:46][CH2:47][CH2:48][CH2:49][CH2:50]2.[Na+:51].[nH:1]1[n:2][cH:3][c:4]([CH:6]=[C:7]2[CH2:8][N:9]([C:14]([c:15]3[cH:16][cH:17][cH:18][cH:19][cH:20]3)([c:21]3[cH:22][cH:23][cH:24][cH:25][cH:26]3)[c:27]3[cH:28][cH:29][cH:30][cH:31][cH:32]3)[CH2:10][CH2:11][C:12]2=[O:13])[cH:5]1>>[n:1]1([CH2:34][C:35](=[O:36])[O:37][CH2:38][CH3:39])[n:2][cH:3][c:4]([CH:6]=[C:7]2[CH2:8][N:9]([C:14]([c:15]3[cH:16][cH:17][cH:18][cH:19][cH:20]3)([c:21]3[cH:22][cH:23][cH:24][cH:25][cH:26]3)[c:27]3[cH:28][cH:29][cH:30][cH:31][cH:32]3)[CH2:10][CH2:11][C:12]2=[O:13])[cH:5]1. Reaction SMILES: I[C:2]1[CH:7]=[CH:6][CH:5]=[CH:4][C:3]=1[C:8]1[CH:13]=[CH:12][CH:11]=[CH:10][CH:9]=1.[Li]CCCC.[C:19]([S:23]([N:25]=[CH:26][CH2:27][CH2:28][CH2:29][C:30]([O:32][CH3:33])=[O:31])=[O:24])([CH3:22])([CH3:21])[CH3:20].[NH4+].[Cl-]>C1COCC1.O.CCOCC>[C:3]1([C:8]2[CH:13]=[CH:12][CH:11]=[CH:10][CH:9]=2)[CH:4]=[CH:5][CH:6]=[CH:7][C:2]=1[CH:26]([NH:25][S:23]([C:19]([CH3:22])([CH3:21])[CH3:20])=[O:24])[CH2:27][CH2:28][CH2:29][C:30]([O:32][CH3:33])=[O:31] |f:3.4|. Solvent: C1CCOC1 (THF), C1CCOC1 (THF), O (water), CCOCC (Et2O). Run at temperature -78 celsius, time 10 minute. The product is C1(=C(C=CC=C1)C(CCCC(=O)OC)NS(=O)C(C)(C)C)C1=CC=CC=C1 (methyl 5-([1,1′-biphenyl]-2-yl)-5-(1,1-dimethylethylsulfinamido)pentanoate). Reactants: C(C)(C)(C)S(=O)N=CCCCC(=O)OC (methyl 5-((tert-butylsulfinyl)imino)pentanoate), IC1=C(C=CC=C1)C1=CC=CC=C1 (2-iodo-1,1′-biphenyl), [Li]CCCC (n-BuLi), hexanes, [NH4+].[Cl-] (NH4Cl). Procedure: A cooled (−78° C.) solution of commercially available 2-iodo-1,1′-biphenyl (617 mg; 2.20 mmol) in anh. THF (5 ml), under nitrogen, was treated dropwise with a solution of 1.6 M n-BuLi in hexanes (1.50 ml; 2.40 mmol). The resulting solution was further stirred at −78° C. for 10 min. A solution of methyl 5-((tert-butylsulfinyl)imino)pentanoate (514 mg; 2.20 mmol) in anh. THF (2 ml) was added to the cooled reaction mixture, and stirring at −78° C. was continued for 10 min., and then at −20° C. for ...